This data is from the Open Reaction Database (ORD), a public repository of structured organic reaction records. The task is: describe an organic reaction: reactants, conditions, products, and yield Reactants: COC(CCCC=1SC=CC1)=O (4-thiophen-2-yl-butyric acid methyl ester), ClC1=NC=C(C(=N1)Cl)C (2,4-dichloro-5-methyl-pyrimidine). Product: COC(CCCC=1SC(=CC1)C1=NC(=NC=C1C)Cl)=O (4-[5-(2-Chloro-5-methyl-pyrimidin-4-yl)-thiophen-2-yl]-butyric acid methyl ester). The yield is 12.0%. RXN SMILES: [CH3:1][O:2][C:3](=[O:12])[CH2:4][CH2:5][CH2:6][C:7]1[S:8][CH:9]=[CH:10][CH:11]=1.[Cl:13][C:14]1[N:19]=[C:18](Cl)[C:17]([CH3:21])=[CH:16][N:15]=1>>[CH3:1][O:2][C:3](=[O:12])[CH2:4][CH2:5][CH2:6][C:7]1[S:8][C:9]([C:16]2[C:17]([CH3:21])=[CH:18][N:19]=[C:14]([Cl:13])[N:15]=2)=[CH:10][CH:11]=1. Procedure: 4-[5-(2-Chloro-5-methyl-pyrimidin-4-yl)-thiophen-2-yl]-butyric acid methyl ester was prepared analogous to Step B of Method A, starting from 4-thiophen-2-yl-butyric acid methyl ester and 2,4-dichloro-5-methyl-pyrimidine. Yield: 12%. The reactants are CC1(OC2=CC=C(C=C2C=C1)SC(CO)C1=CC(=C(C(=C1)OC)OC)OC)C (2-(2,2-dimethyl-2H-chromen-6-ylsulfanyl)-2-(3,4,5-trimethoxy-phenyl)-ethanol), C1(=CC=C(C=C1)S(=O)(=O)Cl)C (p-toluenesulfonylchloride), N1=CC=CC=C1 (pyridine). Run in ClCCl (dichloromethane). The product is CC1(OC2=CC=C(C=C2C=C1)SC(COS(=O)(=O)C1=CC=C(C=C1)C)C1=CC(=C(C(=C1)OC)OC)OC)C (Toluene-4-sulfonic acid 2-(2,2-dimethyl-2H-chromen-6-ylsulfanyl)-2-(3,4,5-trimethoxy-phenyl)-ethyl ester). As a reaction SMILES: [CH3:1][C:2]1([CH3:28])[CH:11]=[CH:10][C:9]2[C:4](=[CH:5][CH:6]=[C:7]([S:12][CH:13]([C:16]3[CH:21]=[C:20]([O:22][CH3:23])[C:19]([O:24][CH3:25])=[C:18]([O:26][CH3:27])[CH:17]=3)[CH2:14][OH:15])[CH:8]=2)[O:3]1.[C:29]1([CH3:39])[CH:34]=[CH:33][C:32]([S:35](Cl)(=[O:37])=[O:36])=[CH:31][CH:30]=1.N1C=CC=CC=1>ClCCl>[CH3:1][C:2]1([CH3:28])[CH:11]=[CH:10][C:9]2[C:4](=[CH:5][CH:6]=[C:7]([S:12][CH:13]([C:16]3[CH:17]=[C:18]([O:26][CH3:27])[C:19]([O:24][CH3:25])=[C:20]([O:22][CH3:23])[CH:21]=3)[CH2:14][O:15][S:35]([C:32]3[CH:33]=[CH:34][C:29]([CH3:39])=[CH:30][CH:31]=3)(=[O:37])=[O:36])[CH:8]=2)[O:3]1. Procedure details: To a stirring solution of 2-(2,2-dimethyl-2H-chromen-6-ylsulfanyl)-2-(3,4,5-trimethoxy-phenyl)-ethanol (29.3 mg, 0.073 mmol) in dichloromethane (1.5 mL) is added p-toluenesulfonylchloride (15.3 mg, 0.080 mmol) and pyridine (6.47 uL, 0.080 mmol). The reaction mixture continues to stir at room temperature. The crude material is purified using silica gel chromatography to yield the desired product. The reactants are C1=CC=CC=2C3=CC=CC=C3C(C12)COC(N[C@@H]1CN([C@@H](C1)C(N[C@@H]1CCCC2=CC=CC=C12)=O)C([C@H](C1CCCCC1)NC(=O)OC(C)(C)C)=O)=O ({(3S,5S)-1-((S)-2-tert-butoxycarbonylamino-2-cyclohexyl-acetyl)-5-[(R)-(1,2,3,4-tetrahydro-naphthalen-1-yl)carbamoyl]-pyrrolidin-3-yl}-carbamic acid 9H-fluoren-9-ylmethyl ester), C1=CC=CC=2C3=CC=CC=C3C(C12)COC(N[C@@H]1CN([C@@H](C1)C(N[C@@H]1CCCC2=CC=CC=C12)=O)C([C@H](C1CCCCC1)NC(=O)OC(C)(C)C)=O)=O ({(3S,5S)-1-((S)-2-tert-butoxycarbonylamino-2-cyclohexyl-acetyl)-5-[(R)-(1,2,3,4-tetrahydro-naphthalen-1-yl)carbamoyl]-pyrrolidin-3-yl}-carbamic acid 9H-fluoren-9-ylmethyl ester), Cl (HCl). Solvent: O1CCOCC1 (dioxane), O1CCOCC1 (dioxane). The product is Cl.C1=CC=CC=2C3=CC=CC=C3C(C12)COC(N[C@@H]1CN([C@@H](C1)C(N[C@@H]1CCCC2=CC=CC=C12)=O)C([C@H](C1CCCCC1)N)=O)=O ({(3S,5S)-1-((S)-2-Amino-2-cyclohexyl-acetyl)-5-[(R)-(1,2,3,4-tetrahydro-naphthalen-1-yl)carbamoyl]-pyrrolidin-3-yl}-carbamic acid 9H-fluoren-9-ylmethyl ester hydrochloride). RXN SMILES: [CH:1]1[C:13]2[CH:12]([CH2:14][O:15][C:16](=[O:53])[NH:17][C@H:18]3[CH2:22][C@@H:21]([C:23](=[O:35])[NH:24][C@H:25]4[C:34]5[C:29](=[CH:30][CH:31]=[CH:32][CH:33]=5)[CH2:28][CH2:27][CH2:26]4)[N:20]([C:36](=[O:52])[C@@H:37]([NH:44]C(OC(C)(C)C)=O)[CH:38]4[CH2:43][CH2:42][CH2:41][CH2:40][CH2:39]4)[CH2:19]3)[C:11]3[C:6](=[CH:7][CH:8]=[CH:9][CH:10]=3)[C:5]=2[CH:4]=[CH:3][CH:2]=1.[ClH:54]>O1CCOCC1>[ClH:54].[CH:1]1[C:13]2[CH:12]([CH2:14][O:15][C:16](=[O:53])[NH:17][C@H:18]3[CH2:22][C@@H:21]([C:23](=[O:35])[NH:24][C@H:25]4[C:34]5[C:29](=[CH:30][CH:31]=[CH:32][CH:33]=5)[CH2:28][CH2:27][CH2:26]4)[N:20]([C:36](=[O:52])[C@@H:37]([NH2:44])[CH:38]4[CH2:43][CH2:42][CH2:41][CH2:40][CH2:39]4)[CH2:19]3)[C:11]3[C:6](=[CH:7][CH:8]=[CH:9][CH:10]=3)[C:5]=2[CH:4]=[CH:3][CH:2]=1 |f:3.4|. Reported procedure: To a stirred solution of {(3S,5S)-1-((S)-2-tert-butoxycarbonylamino-2-cyclohexyl-acetyl)-5-[(R)-(1,2,3,4-tetrahydro-naphthalen-1-yl)carbamoyl]-pyrrolidin-3-yl}-carbamic acid 9H-fluoren-9-ylmethyl ester (Intermediate 23) (6.5 g, 9.03 mmol) in dioxane (25 mL) at 0° C. was added 4 M HCl in dioxane (50 mL) dropwise and then the cooling bath removed. After 6 h the mixture was evaporated and the residue was triturated with ether to provide the title compound (5.58 g) as a white solid. LC-MS: 621 (M+H)...